This data is from the Open Reaction Database (ORD), a public repository of structured organic reaction records. The task is: describe an organic reaction: reactants, conditions, products, and yield Starting materials: CCCCCC1COc2cc(CBr)c(F)cc2C1, CC#N, c1ccc(P(c2ccccc2)c2ccccc2)cc1. Yields the product [Br-], CCCCCC1COc2cc(C[P+](c3ccccc3)(c3ccccc3)c3ccccc3)c(F)cc2C1. RXN SMILES: [Br:1][CH2:2][c:3]1[c:4]([F:18])[cH:5][c:6]2[c:11]([cH:12]1)[O:10][CH2:9][CH:8]([CH2:13][CH2:14][CH2:15][CH2:16][CH3:17])[CH2:7]2.[CH3:38][C:39]#[N:40].[c:19]1([P:25]([c:26]2[cH:27][cH:28][cH:29][cH:30][cH:31]2)[c:32]2[cH:33][cH:34][cH:35][cH:36][cH:37]2)[cH:20][cH:21][cH:22][cH:23][cH:24]1>>[Br-:1].[CH2:2]([c:3]1[c:4]([F:18])[cH:5][c:6]2[c:11]([cH:12]1)[O:10][CH2:9][CH:8]([CH2:13][CH2:14][CH2:15][CH2:16][CH3:17])[CH2:7]2)[P+:25]([c:19]1[cH:20][cH:21][cH:22][cH:23][cH:24]1)([c:26]1[cH:27][cH:28][cH:29][cH:30][cH:31]1)[c:32]1[cH:33][cH:34][cH:35][cH:36][cH:37]1. The reactants are C(Cl)Cl (DCM), COC1=CC=C(CN2CCCCCC=CC3CC3(NC(C3CC(CN3C2=O)OC2=NC(=NC(=C2)OC)C2=CC=CC=C2)=O)C(=O)NS(=O)(=O)C2CC2)C=C1 (Cyclopropanesulfonic acid [14-(4-methoxy-benzyl)-18-(6-methoxy-2-phenyl-pyrimidin-4-yloxy)-2,15-dioxo-3,14,16-triaza-tricyclo[14.3.0.0*4,6*]nonadec-7-ene-4-carbonyl]amide), C(=O)(O)[O-].[Na+] (NaHCO3). The solvent is C(=O)(C(F)(F)F)O (TFA). The product is COC1=CC(=NC(=N1)C1=CC=CC=C1)OC1CN2C(NCCCCCC=CC3CC3(NC(C2C1)=O)C(=O)NS(=O)(=O)C1CC1)=O (Cyclopropanesulfonic acid [18-(6-methoxy-2-phenylpyrimidin-4-yloxy)-2,15-dioxo-3,14,16-triaza-tricyclo[14.3.0.0*4,6*]nonadec-7-ene-4-carbonyl]-amide). Yield: 8.0%. RXN SMILES: COC1C=CC(C[N:8]2[C:26](=[O:27])[N:25]3[CH:21]([CH2:22][CH:23]([O:28][C:29]4[CH:34]=[C:33]([O:35][CH3:36])[N:32]=[C:31]([C:37]5[CH:42]=[CH:41][CH:40]=[CH:39][CH:38]=5)[N:30]=4)[CH2:24]3)[C:20](=[O:43])[NH:19][C:18]3([C:44]([NH:46][S:47]([CH:50]4[CH2:52][CH2:51]4)(=[O:49])=[O:48])=[O:45])[CH:16]([CH2:17]3)[CH:15]=[CH:14][CH2:13][CH2:12][CH2:11][CH2:10][CH2:9]2)=CC=1.C(Cl)Cl.C([O-])(O)=O.[Na+]>C(O)(C(F)(F)F)=O>[CH3:36][O:35][C:33]1[N:32]=[C:31]([C:37]2[CH:38]=[CH:39][CH:40]=[CH:41][CH:42]=2)[N:30]=[C:29]([O:28][CH:23]2[CH2:22][CH:21]3[N:25]([C:26](=[O:27])[NH:8][CH2:9][CH2:10][CH2:11][CH2:12][CH2:13][CH:14]=[CH:15][CH:16]4[C:18]([C:44]([NH:46][S:47]([CH:50]5[CH2:52][CH2:51]5)(=[O:49])=[O:48])=[O:45])([NH:19][C:20]3=[O:43])[CH2:17]4)[CH2:24]2)[CH:34]=1 |f:2.3|. Procedure details: Compound 6g was dissolved in a 1:2 mixture of TFA:DCM (24 ml) and stirred at RT for 1 h. NaHCO3 was added and the organic layer was separated of, dried, filtered and evaporated. The residue was purified by preparative HPLC which gave the pure title compound (19 mg, 8% over two steps), MS (M+H)+639.